This data is from the Open Reaction Database (ORD), a public repository of structured organic reaction records. The task is: describe an organic reaction: reactants, conditions, products, and yield Starting materials: CC1(COC2=C1C=C(C=C2)C(=O)OC)C2=CC=1C(CCC(C1C=C2)(C)C)(C)C (methyl 3-methyl-3-(5,6,7,8-tetrahydro-5,5,8,8-tetramethyl-2-naphthyl)-2H-1-benzofuran-5-carboxylate), [OH-].[Na+] (sodium hydroxide), [OH-].[Li+] (lithium hydroxide), O (water). The solvent is C1CCOC1 (THF). Reaction conditions: time 5 day. Yields the product CC1(COC2=C1C=C(C=C2)C(=O)O)C2=CC=1C(CCC(C1C=C2)(C)C)(C)C (3-methyl-3-(5,6,7,8-tetrahydro-5,5,8,8-tetramethyl-2-naphtyl)-2H-1-benzofuran-5-carboxylic acid). Reaction SMILES: [CH3:1][C:2]1([C:15]2[CH:24]=[CH:23][C:22]3[C:21]([CH3:26])([CH3:25])[CH2:20][CH2:19][C:18]([CH3:28])([CH3:27])[C:17]=3[CH:16]=2)[C:6]2[CH:7]=[C:8]([C:11]([O:13]C)=[O:12])[CH:9]=[CH:10][C:5]=2[O:4][CH2:3]1.[OH-].[Na+].[OH-].[Li+].O>C1COCC1>[CH3:1][C:2]1([C:15]2[CH:24]=[CH:23][C:22]3[C:21]([CH3:26])([CH3:25])[CH2:20][CH2:19][C:18]([CH3:28])([CH3:27])[C:17]=3[CH:16]=2)[C:6]2[CH:7]=[C:8]([C:11]([OH:13])=[O:12])[CH:9]=[CH:10][C:5]=2[O:4][CH2:3]1 |f:1.2,3.4|. Procedure details: A mixture of methyl 3-methyl-3-(5,6,7,8-tetrahydro-5,5,8,8-tetramethyl-2-naphthyl)-2H-1-benzofuran-5-carboxylate (510 mg, 1.35 mmol), sodium hydroxide (0.33 g, 7.9 mmol), lithium hydroxide (0.33 g, 7.9 mmol) and water in THF is stirred at room temperature for 5 days. The mixture is concentrated on a rotary evaporator under vacuum at 40° C. 10 ml of water and 10 ml of ethyl acetate are added. The mixture is acidified with concentrated hydrochloric acid solution to pH 1. After separation of the ph... The reactants are ClC1=CC(=C(C(=O)N)C=C1)OC (4-chloro-2-methoxybenzamide), B(Br)(Br)Br (BBr3). Run in ClCCl (dichloromethane). Run at time 2 hour. Product: ClC1=CC(=C(C(=O)N)C=C1)O (4-Chloro-2-hydroxybenzamide). Yield: 88.8%. As a reaction SMILES: [Cl:1][C:2]1[CH:10]=[CH:9][C:5]([C:6]([NH2:8])=[O:7])=[C:4]([O:11]C)[CH:3]=1.B(Br)(Br)Br>ClCCl>[Cl:1][C:2]1[CH:10]=[CH:9][C:5]([C:6]([NH2:8])=[O:7])=[C:4]([OH:11])[CH:3]=1. Procedure details: A solution of 4-chloro-2-methoxybenzamide (0.74 g, 3.99 mmol) in dichloromethane (50 ml) was cooled to −78° C. followed by addition of BBr3 (1.15 ml, 11.96 mmol) under nitrogen atmosphere. The reaction mixture was allowed to stir at room temperature for 2 h. After the completion of reaction (TLC monitoring), the solution was cooled to 0° C. and quenched with water. The resulting solution was basified by aqueous NaHCO3 and extracted with EtOAc (3×100 ml). The combined organics was dried over anhy... The reactants are CCNc1ccc2c(c1)C(CC)=CCC2(C)C, Cc1ccccc1, O=C(O)c1ccc(F)nc1. Product: CCC1=CCC(C)(C)c2ccc(N(CC)c3ccc(C(=O)O)cn3)cc21. As a reaction SMILES: [CH2:1]([CH3:2])[NH:3][c:4]1[cH:5][c:6]2[c:11]([cH:12][cH:13]1)[C:10]([CH3:14])([CH3:15])[CH2:9][CH:8]=[C:7]2[CH2:16][CH3:17].[CH3:28][c:29]1[cH:30][cH:31][cH:32][cH:33][cH:34]1.[F:18][c:19]1[n:20][cH:21][c:22]([C:23](=[O:24])[OH:25])[cH:26][cH:27]1>>[CH2:1]([CH3:2])[N:3]([c:4]1[cH:5][c:6]2[c:11]([cH:12][cH:13]1)[C:10]([CH3:14])([CH3:15])[CH2:9][CH:8]=[C:7]2[CH2:16][CH3:17])[c:19]1[n:20][cH:21][c:22]([C:23](=[O:24])[OH:25])[cH:26][cH:27]1. Starting materials: COC(C[C@@H]1COC2=C1C=CC(=C2)O[C@@H]2CCC1=C(C=CC(=C21)F)C=2C(=NC=CC2)Br)=O ({(S)-6-[(R)-4-(2-bromo-pyridin-3-yl)-7-fluoro-indan-1-yloxy]-2,3-dihydro-benzofuran-3-yl}-acetic acid methyl ester), C1(=CC=CC=C1)B(O)O (phenylboronic acid), Intermediate 56. The product is COC(C[C@@H]1COC2=C1C=CC(=C2)O[C@@H]2CCC1=C(C=CC(=C21)F)C=2C(=NC=CC2)C2=CC=CC=C2)=O ({(S)-6-[(R)-7-Fluoro-4-(2-phenyl-pyridin-3-yl)-indan-1-yloxy]-2,3-dihydro-benzofuran-3-yl}-acetic acid methyl ester). RXN SMILES: [CH3:1][O:2][C:3](=[O:32])[CH2:4][C@H:5]1[C:9]2[CH:10]=[CH:11][C:12]([O:14][C@H:15]3[C:23]4[C:18](=[C:19]([C:25]5[C:26](Br)=[N:27][CH:28]=[CH:29][CH:30]=5)[CH:20]=[CH:21][C:22]=4[F:24])[CH2:17][CH2:16]3)=[CH:13][C:8]=2[O:7][CH2:6]1.[C:33]1(B(O)O)[CH:38]=[CH:37][CH:36]=[CH:35][CH:34]=1>>[CH3:1][O:2][C:3](=[O:32])[CH2:4][C@H:5]1[C:9]2[CH:10]=[CH:11][C:12]([O:14][C@H:15]3[C:23]4[C:18](=[C:19]([C:25]5[C:26]([C:33]6[CH:38]=[CH:37][CH:36]=[CH:35][CH:34]=6)=[N:27][CH:28]=[CH:29][CH:30]=5)[CH:20]=[CH:21][C:22]=4[F:24])[CH2:17][CH2:16]3)=[CH:13][C:8]=2[O:7][CH2:6]1. Reported procedure: The title compound is prepared from {(S)-6-[(R)-4-(2-bromo-pyridin-3-yl)-7-fluoro-indan-1-yloxy]-2,3-dihydro-benzofuran-3-yl}-acetic acid methyl ester and phenylboronic acid following a procedure analogous to that described in Step 1 of Intermediate 56. LC (method 9): tR=1.15 min; Mass spectrum (ESI+): m/z=496 [M+H]+.